describe an organic reaction: reactants, conditions, products, and yield From a dataset of the Open Reaction Database (ORD), a public repository of structured organic reaction records. Reactants: [Li]CCCC (n-BuLi), solution, C[Si](C)(C)N[Si](C)(C)C (HMDS), C1(CCCCC1)P(C1=C(C=CC=C1)C1=C(C=CC=C1)N(C)C)C1CCCCC1 ((2′-dicyclohexylphosphanylbiphenyl-2-yl)-dimethylamine), ClC=1C=C(C=CC1I)C(F)(F)F (3-chloro-4-iodobenzotrifluoride), C(C)(C)(C)OC(C)=O (t-butylacetate). The reagents and catalysts are C=1C=CC(=CC1)/C=C/C(=O)/C=C/C2=CC=CC=C2.C=1C=CC(=CC1)/C=C/C(=O)/C=C/C2=CC=CC=C2.C=1C=CC(=CC1)/C=C/C(=O)/C=C/C2=CC=CC=C2.[Pd].[Pd] (Pd2dba3). Run in C1(=CC=CC=C1)C (toluene), hexanes, C1(=CC=CC=C1)C (toluene). Reaction conditions: temperature 10 celsius, time 30 minute. Product: [Li+].C[Si](C)(C)[N-][Si](C)(C)C (LiHMDS), C(C)(C)(C)OC(CC1=C(C=C(C=C1)C(F)(F)F)Cl)=O ((2-chloro-4-trifluoromethylphenyl)-acetic acid tert-butyl ester). Reaction SMILES: [Li:1]CCCC.[CH3:6][Si:7]([NH:10][Si:11]([CH3:14])([CH3:13])[CH3:12])([CH3:9])[CH3:8].C1(P(C2CCCCC2)C2C=CC=CC=2C2C=CC=CC=2N(C)C)CCCCC1.[C:43]([O:47][C:48](=[O:50])[CH3:49])([CH3:46])([CH3:45])[CH3:44].[Cl:51][C:52]1[CH:53]=[C:54]([C:59]([F:62])([F:61])[F:60])[CH:55]=[CH:56][C:57]=1I>C1(C)C=CC=CC=1.C1C=CC(/C=C/C(/C=C/C2C=CC=CC=2)=O)=CC=1.C1C=CC(/C=C/C(/C=C/C2C=CC=CC=2)=O)=CC=1.C1C=CC(/C=C/C(/C=C/C2C=CC=CC=2)=O)=CC=1.[Pd].[Pd]>[Li+:1].[CH3:6][Si:7]([N-:10][Si:11]([CH3:14])([CH3:13])[CH3:12])([CH3:9])[CH3:8].[C:43]([O:47][C:48](=[O:50])[CH2:49][C:57]1[CH:56]=[CH:55][C:54]([C:59]([F:62])([F:61])[F:60])=[CH:53][C:52]=1[Cl:51])([CH3:46])([CH3:45])[CH3:44] |f:6.7.8.9.10,11.12|. Reported procedure: A solution of LiHMDS in toluene was prepared by the addition of n-BuLi (357 mL of a 1.6 M solution in hexanes, 571 mmol) to a cold (−78° C.) solution of HMDS (120.5 mL, 571 mmol) in toluene (700 mL). After 30 min, the reaction mixture was allowed to warm up to 10° C. over 1 h. The solution was then transferred via a cannula to a flame-dried, three-neck flask under N2 containing Pd2dba3 (4.18 g, 4.57 mmol) and (2′-dicyclohexylphosphanylbiphenyl-2-yl)-dimethylamine (3.77 g, 9.59 mmol). The mixture...